Task: describe an organic reaction: reactants, conditions, products, and yield. Dataset: the Open Reaction Database (ORD), a public repository of structured organic reaction records Reactants: CC1(C(N(C(N1CCCCCCCCCS(=O)CCCC(C(F)(F)F)(F)F)=O)C1=CC(=C(C=C1)[N+](=O)[O-])C(F)(F)F)=O)C (5,5-dimethyl-3-[4-nitro-3-(trifluoromethyl)phenyl]-1-{9-[(4,4,5,5,5-pentafluoropentyl)sulphinyl]nonyl}imidazolidine-2,4-dione), NC1=C(C=C(C=C1)N1C(N(C(C1=O)(C)C)CCCCCCCCCSCCCC(C(F)(F)F)(F)F)=O)C (3-(4-amino-3-methylphenyl)-5,5-dimethyl-1-{9-[(4,4,5,5,5-pentafluoro pentyl)sulphanyl]nonyl}imidazolidine-2,4-dione). The product is NC1=C(C=C(C=C1)N1C(N(C(C1=O)(C)C)CCCCCCCCCS(=O)CCCC(C(F)(F)F)(F)F)=O)C (3-(4-amino-3-methylphenyl)-5,5-dimethyl-1-{9-[(4,4,5,5,5-pentafluoro pentyl)sulphinyl]nonyl}imidazolidine-2,4-dione). The yield is 56.0%. RXN SMILES: [CH3:1][C:2]1([CH3:43])[N:6]([CH2:7][CH2:8][CH2:9][CH2:10][CH2:11][CH2:12][CH2:13][CH2:14][CH2:15][S:16]([CH2:18][CH2:19][CH2:20][C:21]([F:27])([F:26])[C:22]([F:25])([F:24])[F:23])=[O:17])[C:5](=[O:28])[N:4]([C:29]2[CH:34]=[CH:33][C:32]([N+:35]([O-])=O)=[C:31]([C:38](F)(F)F)[CH:30]=2)[C:3]1=[O:42].NC1C=CC(N2C(=O)C(C)(C)N(CCCCCCCCCSCCCC(F)(F)C(F)(F)F)C2=O)=CC=1C>>[NH2:35][C:32]1[CH:33]=[CH:34][C:29]([N:4]2[C:3](=[O:42])[C:2]([CH3:1])([CH3:43])[N:6]([CH2:7][CH2:8][CH2:9][CH2:10][CH2:11][CH2:12][CH2:13][CH2:14][CH2:15][S:16]([CH2:18][CH2:19][CH2:20][C:21]([F:26])([F:27])[C:22]([F:25])([F:23])[F:24])=[O:17])[C:5]2=[O:28])=[CH:30][C:31]=1[CH3:38]. Reported procedure: The experimental protocol used is the same as that described for the synthesis of the compound of Example 2, the compound of Example 25 replacing the compound of Example 1. A colourless oil is obtained with a yield of 56%. Reactants: CC#N, CCN(C(C)C)C(C)C, CCOC(=O)c1cnc(Cl)nc1Cl, O, Nc1ccc(-n2cncn2)cc1. Yields the product CCOC(=O)c1cnc(Cl)nc1Nc1ccc(-n2cncn2)cc1. RXN SMILES: [CH3:35][C:36]#[N:37].[CH:14]([N:15]([CH2:16][CH3:17])[CH:18]([CH3:19])[CH3:20])([CH3:21])[CH3:22].[Cl:1][c:2]1[n:3][cH:4][c:5]([C:9](=[O:10])[O:11][CH2:12][CH3:13])[c:6]([Cl:8])[n:7]1.[OH2:38].[n:23]1(-[c:28]2[cH:29][cH:30][c:31]([NH2:32])[cH:33][cH:34]2)[n:24][cH:25][n:26][cH:27]1>>[Cl:1][c:2]1[n:3][cH:4][c:5]([C:9](=[O:10])[O:11][CH2:12][CH3:13])[c:6]([NH:32][c:31]2[cH:30][cH:29][c:28](-[n:23]3[n:24][cH:25][n:26][cH:27]3)[cH:34][cH:33]2)[n:7]1. Starting materials: C1(=CC=CC=C1)/C=C/C=1OC=C(N1)COC1=CC=C(C=C1)CCO (2-[4-[2-[(E)-2-phenylethenyl]-4-oxazolylmethoxy]phenyl]ethanol), N1N=CN=C1 (1,2,4-triazole). Yields the product C1(=CC=CC=C1)/C=C/C=1OC=C(N1)COC1=CC=C(C=C1)CCN1N=CN=C1 (1-[2-[4-[2-[(E)-2-phenylethenyl]-4-oxazolylmethoxy]phenyl]ethyl]-1,2,4-triazole). The yield is 75.0%. Reaction SMILES: [C:1]1(/[CH:7]=[CH:8]/[C:9]2[O:10][CH:11]=[C:12]([CH2:14][O:15][C:16]3[CH:21]=[CH:20][C:19]([CH2:22][CH2:23]O)=[CH:18][CH:17]=3)[N:13]=2)[CH:6]=[CH:5][CH:4]=[CH:3][CH:2]=1.[NH:25]1[CH:29]=[N:28][CH:27]=[N:26]1>>[C:1]1(/[CH:7]=[CH:8]/[C:9]2[O:10][CH:11]=[C:12]([CH2:14][O:15][C:16]3[CH:21]=[CH:20][C:19]([CH2:22][CH2:23][N:25]4[CH:29]=[N:28][CH:27]=[N:26]4)=[CH:18][CH:17]=3)[N:13]=2)[CH:6]=[CH:5][CH:4]=[CH:3][CH:2]=1. Procedure: In substantially the same manner as in Working Example 1, 2-[4-[2-[(E)-2-phenylethenyl]-4-oxazolylmethoxy]phenyl]ethanol was allowed to react with 1,2,4-triazole to give 1-[2-[4-[2-[(E)-2-phenylethenyl]-4-oxazolylmethoxy]phenyl]ethyl]-1,2,4-triazole. The yield was 75%. Recrystallization from ethyl acetate-hexane gave colorless prisms, mp 136-137° C. The reactants are CC(C)C[AlH]CC(C)C, ClCCl, O=C1CC2(CO1)OCCO2. As a reaction SMILES: [CH3:11][CH:12]([CH2:13][AlH:14][CH2:15][CH:16]([CH3:17])[CH3:18])[CH3:19].[Cl:20][CH2:21][Cl:22].[O:1]1[CH2:2][CH2:3][O:4][C:5]12[CH2:6][O:7][C:8](=[O:10])[CH2:9]2>>[O:1]1[CH2:2][CH2:3][O:4][C:5]12[CH2:6][O:7][CH:8]([OH:10])[CH2:9]2. The product is OC1CC2(CO1)OCCO2. Starting materials: ClC=CCCCC (1-chloro-hexene), C=CCCCC (1-hexene), C(C)(=O)OCCCCC=CCCCC (5-decenyl acetate). Reagents/catalysts: Cl[Ru](Cl)([P](C1CCCCC1)(C2CCCCC2)C3CCCCC3)([P](C4CCCCC4)(C5CCCCC5)C6CCCCC6)=CC7=CC=CC=C7 (Grubbs' catalyst). Yields the product ClCCCCC=CCCCC (1-chloro-5-decene). As a reaction SMILES: C(O[CH2:5][CH2:6][CH2:7][CH2:8][CH:9]=[CH:10][CH2:11][CH2:12][CH2:13][CH3:14])(=O)C.[Cl:15]C=CCCCC.C=CCCCC>Cl[Ru](=CC1C=CC=CC=1)([P](C1CCCCC1)(C1CCCCC1)C1CCCCC1)([P](C1CCCCC1)(C1CCCCC1)C1CCCCC1)Cl>[Cl:15][CH2:5][CH2:6][CH2:7][CH2:8][CH:9]=[CH:10][CH2:11][CH2:12][CH2:13][CH3:14] |^1:36,55|. Reported procedure: FIG. 1B is a reaction diagram showing the second step of the synthesis of 5-decenyl acetate, in which 1-chloro-hexene is reacted with 1-hexene in the presence of Grubbs' catalyst to yield 1-chloro-5-decene. Starting materials: crude product, FC=1C=CC(=C(C1)C1=CCNCC1)OC (4-(5-fluoro-2-methoxy-phenyl)-1,2,5,6-tetrahydropyridine), CN(C(=O)OC(C)(C)C)C(C(=O)O)CC1=CC=CC=C1 (2-[N-methyl-N-(tert-butoxycarbonyl)-amino]-3-phenyl-propionic acid), CC[Al](CC)Cl (DEAC), C=1C=CC2=C(C1)N=NN2O (HOBT), C[N+]1(CCOCC1)[O-] (NMO). Run in CN(C=O)C (N,N-dimethylformamide), CN(C)C=O (DMF), O (water), CCOC(=O)C (EtOAc). Run at time 8 hour. Product: C(C)(C)(C)OC(N(C)[C@@H](C(=O)N1CC=C(CC1)C1=C(C=CC(=C1)F)OC)CC1=CC=CC=C1)=O ((R)-{1-benzyl-2-[4-(5-fluoro-2-methoxy-phenyl)-1,2,5,6-tetrahydropyridin-1-yl]-2-oxo-ethyl}-methyl-carbamic acid tert-butyl ester). Reaction SMILES: [F:1][C:2]1[CH:3]=[CH:4][C:5]([O:14][CH3:15])=[C:6]([C:8]2[CH2:13][CH2:12][NH:11][CH2:10][CH:9]=2)[CH:7]=1.[CH3:16][N:17]([CH:25]([CH2:29][C:30]1[CH:35]=[CH:34][CH:33]=[CH:32][CH:31]=1)[C:26](O)=[O:27])[C:18]([O:20][C:21]([CH3:24])([CH3:23])[CH3:22])=[O:19].CC[Al](Cl)CC.C1C=CC2N(O)N=NC=2C=1.C[N+]1([O-])CCOCC1>CN(C)C=O.O.CCOC(C)=O>[C:21]([O:20][C:18](=[O:19])[N:17]([C@H:25]([CH2:29][C:30]1[CH:35]=[CH:34][CH:33]=[CH:32][CH:31]=1)[C:26]([N:11]1[CH2:12][CH2:13][C:8]([C:6]2[CH:7]=[C:2]([F:1])[CH:3]=[CH:4][C:5]=2[O:14][CH3:15])=[CH:9][CH2:10]1)=[O:27])[CH3:16])([CH3:24])([CH3:22])[CH3:23]. Procedure details: The crude product of 4-(5-fluoro-2-methoxy-phenyl)-1,2,5,6-tetrahydropyridine (0.49 g, 2.4 mmole) was dissolved in N,N-dimethylformamide (10 mL) at 0° C., and the resulting solution treated with 2-[N-methyl-N-(tert-butoxycarbonyl)-amino]-3-phenyl-propionic acid (0.73 g, 2.6 mmole) in a minimal amount of DMF, DEAC (0.50 g, 2.6 mmole), HOBT (0.42 g, 3.1 mmole) and NMO (0.40 mL, 3.6 mmole). The mixture was stirred overnight, and was diluted with water (50 mL) and EtOAc (50 mL). The layers were sepa...